This data is from the Open Reaction Database (ORD), a public repository of structured organic reaction records. The task is: describe an organic reaction: reactants, conditions, products, and yield Reactants: FC(C=1C=C(C=CC1)NC1=NC=CC(=N1)C1=CC=NC=C1)(F)F (N-(3-trifluoromethyl-phenyl)-4-pyridyl-2-pyrimidineamine), ClC1=CC(=CC=C1)C(=O)OO (m-chloroperbenzoic acid), O (water). Run in C(Cl)Cl (methylene chloride). Run at time 2 hour. The product is FC(C=1C=C(C=CC1)NC1=NC=CC(=N1)C1=CC=[N+](C=C1)[O-])(F)F (N-(3-trifluoromethyl-phenyl)-4-(N-oxido-4-pyridyl)-2-pyrimidineamine). Reaction SMILES: [F:1][C:2]([F:23])([F:22])[C:3]1[CH:4]=[C:5]([NH:9][C:10]2[N:15]=[C:14]([C:16]3[CH:21]=[CH:20][N:19]=[CH:18][CH:17]=3)[CH:13]=[CH:12][N:11]=2)[CH:6]=[CH:7][CH:8]=1.ClC1C=CC=C(C(OO)=[O:32])C=1.O>C(Cl)Cl>[F:23][C:2]([F:22])([F:1])[C:3]1[CH:4]=[C:5]([NH:9][C:10]2[N:15]=[C:14]([C:16]3[CH:21]=[CH:20][N+:19]([O-:32])=[CH:18][CH:17]=3)[CH:13]=[CH:12][N:11]=2)[CH:6]=[CH:7][CH:8]=1. Reported procedure: 10.57 g (33.4 mmol) of N-(3-trifluoromethyl-phenyl)-4-pyridyl-2-pyrimidineamine are suspended in 200 ml of methylene chloride, and 10.49 g (33.42 mmol, 55% strength) of m-chloroperbenzoic acid are added. After 2 hours, 200 ml of water are added. The reaction product is isolated by filtration, washed with sodium carbonate solution and water and, after drying, N-(3-trifluoromethyl-phenyl)-4-(N-oxido-4-pyridyl)-2-pyrimidineamine is obtained. More product is obtained by chromatography (methylene chl... The reactants are BrC1C(C2=CC=C(C=C2C1)F)=O (2-bromo-5-fluoro-1-indanone), O1CCN(CC1)CCCNC(=S)N (N-(3-morpholinopropyl)thiourea). Solvent: C(C)O (ethanol). Conditions: time 24 hour. Yields the product O1CCN(CC1)CCCNC=1SC2=C(N1)C=1C=CC(=CC1C2)F (2-(3-morpholinopropyl)amino-6-fluoro-8H-indeno[1.2-d]thiazole). Yield: 76.7%. RXN SMILES: Br[CH:2]1[CH2:10][C:9]2[C:4](=[CH:5][CH:6]=[C:7]([F:11])[CH:8]=2)[C:3]1=O.[O:13]1[CH2:18][CH2:17][N:16]([CH2:19][CH2:20][CH2:21][NH:22][C:23]([NH2:25])=[S:24])[CH2:15][CH2:14]1>C(O)C>[O:13]1[CH2:18][CH2:17][N:16]([CH2:19][CH2:20][CH2:21][NH:22][C:23]2[S:24][C:2]3[CH2:10][C:9]4[CH:8]=[C:7]([F:11])[CH:6]=[CH:5][C:4]=4[C:3]=3[N:25]=2)[CH2:15][CH2:14]1. Reported procedure: 3.5 g of 2-bromo-5-fluoro-1-indanone and 3.1 g of N-(3-morpholinopropyl)thiourea were added to 40 ml of ethanol. The resulting mixture was refluxed for 10 minutes, agitated for 24 hours at room temperature to precipitate crystals which were collected by filtration. The thus collected crystals were washed with ethanol, dried, incorporated with 40 ml of a 5% aqueous solution of NaOH, extracted with ethyl acetate, washed with water, dried, distilled at a reduced pressure and then recrystallized fro... Starting materials: NC1=NC=CC=C1Cl (2-amino-3 -chloropyridine), C(C)OC=C(C(=O)OCC)C#N (ethyl ethoxymethylenecyanoacetate), C(#N)C(C(=O)OCC)=CNC1=NC=C(C=C1)CCCC (ethyl 2-cyano-3-(5-n-butyl-2-pyridylamino)acrylate), D3. The product is C(#N)C(C(=O)OCC)=CNC1=NC=CC=C1Cl (Ethyl 2-cyano-3-(3-chloro-2-pyridylamino)acrylate). Isolated yield 44.0%. RXN SMILES: [NH2:1][C:2]1[C:7]([Cl:8])=[CH:6][CH:5]=[CH:4][N:3]=1.C(O[CH:12]=[C:13]([C:19]#[N:20])[C:14]([O:16][CH2:17][CH3:18])=[O:15])C.C(C(=CNC1C=CC(CCCC)=CN=1)C(OCC)=O)#N>>[C:19]([C:13](=[CH:12][NH:1][C:2]1[C:7]([Cl:8])=[CH:6][CH:5]=[CH:4][N:3]=1)[C:14]([O:16][CH2:17][CH3:18])=[O:15])#[N:20]. Procedure details: The title compound (m.p. 139.5°-141.5°, 44% yield) was prepared from 2-amino-3 -chloropyridine and ethyl ethoxymethylenecyanoacetate in a manner similar to that described for the preparation of ethyl 2-cyano-3-(5-n-butyl-2-pyridylamino)acrylate in Preparation D3 of U.S. Pat. No. 4,122,274. The reactants are C[O-], CO, CS(=O)(=O)c1nc2c(c(Nc3ccc(C(F)(F)F)cc3)n1)CCN(c1ncccc1Cl)C2, [Na+]. The product is COc1nc2c(c(Nc3ccc(C(F)(F)F)cc3)n1)CCN(c1ncccc1Cl)C2. As a reaction SMILES: [CH3:1][O-:2].[CH3:36][OH:37].[Cl:4][c:5]1[c:6]([N:11]2[CH2:12][c:13]3[n:14][c:15]([S:32]([CH3:33])(=[O:34])=[O:35])[n:16][c:17]([NH:21][c:22]4[cH:23][cH:24][c:25]([C:28]([F:29])([F:30])[F:31])[cH:26][cH:27]4)[c:18]3[CH2:19][CH2:20]2)[n:7][cH:8][cH:9][cH:10]1.[Na+:3]>>[CH3:1][O:2][c:15]1[n:14][c:13]2[c:18]([c:17]([NH:21][c:22]3[cH:23][cH:24][c:25]([C:28]([F:29])([F:30])[F:31])[cH:26][cH:27]3)[n:16]1)[CH2:19][CH2:20][N:11]([c:6]1[c:5]([Cl:4])[cH:10][cH:9][cH:8][n:7]1)[CH2:12]2. Reactants: O=C([O-])[O-], Oc1ccc(Cl)cc1Cc1cc(Cl)ccc1O, ICI, [K+], [K+], CN(C)C=O, O. Product: Clc1ccc2c(c1)Cc1cc(Cl)ccc1OCO2. As a reaction SMILES: [C:21](=[O:22])([O-:23])[O-:24].[Cl:1][c:2]1[cH:3][cH:4][c:5]([OH:17])[c:6]([CH2:8][c:9]2[c:10]([OH:16])[cH:11][cH:12][c:13]([Cl:15])[cH:14]2)[cH:7]1.[I:18][CH2:19][I:20].[K+:25].[K+:26].[O:28]=[CH:29][N:30]([CH3:31])[CH3:32].[OH2:27]>>[Cl:1][c:2]1[cH:3][cH:4][c:5]2[c:6]([cH:7]1)[CH2:8][c:9]1[c:10]([cH:11][cH:12][c:13]([Cl:15])[cH:14]1)[O:16][CH2:19][O:17]2.